This data is from the Open Reaction Database (ORD), a public repository of structured organic reaction records. The task is: describe an organic reaction: reactants, conditions, products, and yield The reactants are OC1=C(C#N)C=CC(=C1)[N+](=O)[O-] (2-hydroxy-4-nitrobenzonitrile), C([O-])([O-])=O.[Cs+].[Cs+] (cesium carbonate), BrCCCCNC(OC(C)(C)C)=O (tert-butyl 4-bromobutylcarbamate). Run in CN(C)C=O (DMF). Reaction conditions: time 18 hour. Yields the product C(#N)C1=C(OCCCCNC(OC(C)(C)C)=O)C=C(C=C1)[N+](=O)[O-] (tert-butyl 4-(2-cyano-5-nitrophenoxy)butylcarbamate). Yield: 51.4%. RXN SMILES: [OH:1][C:2]1[CH:9]=[C:8]([N+:10]([O-:12])=[O:11])[CH:7]=[CH:6][C:3]=1[C:4]#[N:5].C(=O)([O-])[O-].[Cs+].[Cs+].Br[CH2:20][CH2:21][CH2:22][CH2:23][NH:24][C:25](=[O:31])[O:26][C:27]([CH3:30])([CH3:29])[CH3:28]>CN(C=O)C>[C:4]([C:3]1[CH:6]=[CH:7][C:8]([N+:10]([O-:12])=[O:11])=[CH:9][C:2]=1[O:1][CH2:20][CH2:21][CH2:22][CH2:23][NH:24][C:25](=[O:31])[O:26][C:27]([CH3:30])([CH3:29])[CH3:28])#[N:5] |f:1.2.3|. Procedure details: To a stirred mixture of 2-hydroxy-4-nitrobenzonitrile (2 g, 12.19 mmol), cesium carbonate (6 g, 18.29 mmol) and DMF (20 mL) was added tert-butyl 4-bromobutylcarbamate (4.59 g, 18.29 mmol). The reaction mixture was stirred at room temperature for 18 h. The solvent was removed under reduced pressure and the residue was dissolved in ethyl acetate (100 mL), and washed with brine (2×50 mL). The organic layer was dried with anhydrous sodium sulphate and concentrated in vacuo to give tert-butyl 4-(2-cy... Starting materials: N(=O)[O-].[Na+] (sodium nitrite), NC=1C=C(C2=CC=CC=C2C1)C(=O)OC (methyl 3-amino-1-naphthoate), cuprous bromide. Solvent: O (water), C(C)O (ethanol), Br (hydrobromic acid), C(C)O (ethanol), Br (hydrobromic acid). Reaction conditions: temperature 0 celsius, time 30 minute. Product: [N+](=O)([O-])C=1C=C(C2=CC=CC=C2C1)C(=O)OC (Methyl 3-nitro-1-naphthoate). As a reaction SMILES: [N:1]([O-:3])=[O:2].[Na+].N[C:6]1[CH:7]=[C:8]([C:16]([O:18][CH3:19])=[O:17])[C:9]2[C:14]([CH:15]=1)=[CH:13][CH:12]=[CH:11][CH:10]=2>O.C(O)C.Br>[N+:1]([C:6]1[CH:7]=[C:8]([C:16]([O:18][CH3:19])=[O:17])[C:9]2[C:14]([CH:15]=1)=[CH:13][CH:12]=[CH:11][CH:10]=2)([O-:3])=[O:2] |f:0.1|. Procedure: To a suspension of 22.0 g (0.101 mol) of 3-nitro-1-napthalene-carboxylic acid (prepared according to procedures in Duffy, K. J., et al., in J. Med. Chem. 2001, 44, 3730-3745) in 1 L of anhydrous dichloromethane at 0° C. under an atmosphere of nitrogen was added 9.8 mL (0.11 mol) of oxalyl chloride followed by 0.80 mL (10 mmol) of anhydrous N,N-dimethylformamide. The reaction mixture was allowed to gradually warm to ambient temperature for 3 h until gas evolution ceased. The resulting homogeneous...